describe an organic reaction: reactants, conditions, products, and yield From a dataset of the Open Reaction Database (ORD), a public repository of structured organic reaction records. The reactants are COCCn1cc(Br)sc1=NC(=O)C12CC3CC(CC(C3)C1)C2, N#Cc1ccc(B(O)O)cc1, O=C([O-])[O-], COCCOC, CCO, [Na+], [Na+], O, Cl[Pd]Cl, c1ccc(P(c2ccccc2)c2ccccc2)cc1, c1ccc(P(c2ccccc2)c2ccccc2)cc1. Yields the product COCCn1cc(-c2ccc(C#N)cc2)sc1=NC(=O)C12CC3CC(CC(C3)C1)C2. RXN SMILES: [Br:1][c:2]1[cH:3][n:4]([CH2:20][CH2:21][O:22][CH3:23])[c:5](=[N:7][C:8](=[O:9])[C:10]23[CH2:11][CH:12]4[CH2:13][CH:14]([CH2:15][CH:16]([CH2:17]2)[CH2:18]4)[CH2:19]3)[s:6]1.[C:24](#[N:25])[c:26]1[cH:27][cH:28][c:29]([B:32]([OH:33])[OH:34])[cH:30][cH:31]1.[C:35](=[O:36])([O-:37])[O-:38].[CH3:41][O:42][CH2:43][CH2:44][O:45][CH3:46].[CH3:48][CH2:49][OH:50].[Na+:39].[Na+:40].[OH2:47].[Pd:51]([Cl:52])[Cl:53].[c:54]1([P:55]([c:56]2[cH:57][cH:58][cH:59][cH:60][cH:61]2)[c:62]2[cH:63][cH:64][cH:65][cH:66][cH:67]2)[cH:68][cH:69][cH:70][cH:71][cH:72]1.[c:73]1([P:74]([c:75]2[cH:76][cH:77][cH:78][cH:79][cH:80]2)[c:81]2[cH:82][cH:83][cH:84][cH:85][cH:86]2)[cH:87][cH:88][cH:89][cH:90][cH:91]1>>[c:2]1(-[c:29]2[cH:28][cH:27][c:26]([C:24]#[N:25])[cH:31][cH:30]2)[cH:3][n:4]([CH2:20][CH2:21][O:22][CH3:23])[c:5](=[N:7][C:8](=[O:9])[C:10]23[CH2:11][CH:12]4[CH2:13][CH:14]([CH2:15][CH:16]([CH2:17]2)[CH2:18]4)[CH2:19]3)[s:6]1. Reactants: O=C([O-])O, CCOC(C)=O, O=C(Cl)c1ccc(CCl)cc1, Cl, [Na+], O=S(=O)(c1ccc2ccccc2c1)N1CCNCC1. The product is O=C(c1ccc(CCl)cc1)N1CCN(S(=O)(=O)c2ccc3ccccc3c2)CC1. RXN SMILES: [C:21](=[O:22])([O-:23])[OH:24].[CH3:37][CH2:38][O:39][C:40](=[O:41])[CH3:42].[Cl:26][CH2:27][c:28]1[cH:29][cH:30][c:31]([C:32](=[O:33])[Cl:34])[cH:35][cH:36]1.[ClH:1].[Na+:25].[cH:2]1[c:3]([S:12](=[O:13])(=[O:14])[N:15]2[CH2:16][CH2:17][NH:18][CH2:19][CH2:20]2)[cH:4][cH:5][c:6]2[cH:7][cH:8][cH:9][cH:10][c:11]12>>[cH:2]1[c:3]([S:12](=[O:13])(=[O:14])[N:15]2[CH2:16][CH2:17][N:18]([C:32]([c:31]3[cH:30][cH:29][c:28]([CH2:27][Cl:26])[cH:36][cH:35]3)=[O:33])[CH2:19][CH2:20]2)[cH:4][cH:5][c:6]2[cH:7][cH:8][cH:9][cH:10][c:11]12. Reactants: BrB(Br)Br, ClCCl, COc1ccc2c(c1)OCCC2(C)C. Product: CC1(C)CCOc2cc(O)ccc21. RXN SMILES: [B:15]([Br:16])([Br:17])[Br:18].[CH2:19]([Cl:20])[Cl:21].[CH3:1][O:2][c:3]1[cH:4][cH:5][c:6]2[c:11]([cH:12]1)[O:10][CH2:9][CH2:8][C:7]2([CH3:13])[CH3:14]>>[OH:2][c:3]1[cH:4][cH:5][c:6]2[c:11]([cH:12]1)[O:10][CH2:9][CH2:8][C:7]2([CH3:13])[CH3:14]. Reactants: OCCc1ccc(Cl)cc1, BrP(Br)Br. The product is Clc1ccc(CCBr)cc1. Reaction SMILES: [Cl:1][c:2]1[cH:3][cH:4][c:5]([CH2:8][CH2:9][OH:10])[cH:6][cH:7]1.[P:11]([Br:12])([Br:13])[Br:14]>>[Cl:1][c:2]1[cH:3][cH:4][c:5]([CH2:8][CH2:9][Br:12])[cH:6][cH:7]1. Reactants: O=C([O-])O, COC(=O)C(c1ccccc1Cl)N1Cc2ccsc2C(O)C1, CC#N, CC(C)=O, CC[Si](Cl)(CC)CC, [I-], [Na+], [Na+], O=S(=O)(O)O. Yields the product COC(=O)C(c1ccccc1Cl)N1CCc2sccc2C1. As a reaction SMILES: [C:38](=[O:39])([OH:40])[O-:41].[CH3:16][O:17][C:18]([CH:19]([N:20]1[CH2:21][c:22]2[c:23]([s:27][cH:28][cH:29]2)[CH:24]([OH:26])[CH2:25]1)[c:30]1[c:31]([Cl:36])[cH:32][cH:33][cH:34][cH:35]1)=[O:37].[CH3:43][C:44]#[N:45].[CH3:46][C:47](=[O:48])[CH3:49].[Cl:3][Si:4]([CH2:5][CH3:6])([CH2:7][CH3:8])[CH2:9][CH3:10].[I-:2].[Na+:1].[Na+:42].[S:11](=[O:12])(=[O:13])([OH:14])[OH:15]>>[CH3:16][O:17][C:18]([CH:19]([N:20]1[CH2:21][c:22]2[c:23]([s:27][cH:28][cH:29]2)[CH2:24][CH2:25]1)[c:30]1[c:31]([Cl:36])[cH:32][cH:33][cH:34][cH:35]1)=[O:37]. The reactants are C1(=CC=CC=C1)C=C1C(C2C3C2CCCC(N1)C3)=O (9-phenylmethylene-10-azatricyclo[4.4.1.05,7 ]undecan-8-one), C(C)(C)O (isopropanol), solution, C1(=CC=CC=C1)[Mg]Br (phenyl magnesium bromide). Run in C1(=CC=CC=C1)C (toluene), CCOCC (ether). Run at temperature 0 celsius, time 2 hour. The product is C1(=CC=CC=C1)C(C1C(C2C3C2CCCC(N1)C3)=O)C3=CC=CC=C3 (9-Diphenylmethyl-10-azatricyclo[4.4.1.05.7 ]undecan-8-one). Reaction SMILES: [C:1]1([Mg]Br)[CH:6]=[CH:5][CH:4]=[CH:3][CH:2]=1.[C:9]1([CH:15]=[C:16]2[NH:25][CH:24]3[CH2:26][CH:19]4[CH:20]([CH2:21][CH2:22][CH2:23]3)[CH:18]4[C:17]2=[O:27])[CH:14]=[CH:13][CH:12]=[CH:11][CH:10]=1.C(O)(C)C>CCOCC.C1(C)C=CC=CC=1>[C:1]1([CH:15]([C:9]2[CH:14]=[CH:13][CH:12]=[CH:11][CH:10]=2)[CH:16]2[NH:25][CH:24]3[CH2:26][CH:19]4[CH:20]([CH2:21][CH2:22][CH2:23]3)[CH:18]4[C:17]2=[O:27])[CH:6]=[CH:5][CH:4]=[CH:3][CH:2]=1. Procedure: To a 100 mL three-neck round-bottomed flask equipped with a condenser and nitrogen inlet was added 0.71 mL (4.21 mmol) of a 3M solution of phenyl magnesium bromide in ether. The solution was cooled to 0° C. and a solution of 818 mg (3.24 mmol) 9-phenylmethylene-10-azatricyclo[4.4.1.05,7 ]undecan-8-one in 16 mL toluene was added. The reaction was warmed to room temperature, stirred for 2 hours, and then quenched with aqueous ammonium chloride solution. The reaction was extracted with ethyl acetat... The reactants are O (water), [Si](C)(C)(C(C)(C)C)O[C@@H](C)[C@@H](CCOS(=O)(=O)C)N1C=NC(=C1)C(=O)OCC (ethyl 1-[(2S,3R)-2-(tert-butyldimethylsilyloxy)-5-methanesulfonyloxy-3-pentyl]imidazole-4-carboxylate), C1=C(C=CC2=CC=CC=C12)S (2-naphthalenethiol), C([O-])([O-])=O.[K+].[K+] (potassium carbonate). Solvent: CN(C)C=O (DMF). Conditions: time 2 hour. Yields the product [Si](C)(C)(C(C)(C)C)O[C@@H](C)[C@@H](CCSC1=CC2=CC=CC=C2C=C1)N1C=NC(=C1)C(=O)OCC (ethyl 1-[(2S,3R)-2-(tert-butyldimethylsilyloxy)-5-(2-naphthylthio)-3-pentyl]imidazole-4-carboxylate). Isolated yield 79.5%. Reaction SMILES: [Si:1]([O:8][C@H:9]([C@H:11]([N:19]1[CH:23]=[C:22]([C:24]([O:26][CH2:27][CH3:28])=[O:25])[N:21]=[CH:20]1)[CH2:12][CH2:13]OS(C)(=O)=O)[CH3:10])([C:4]([CH3:7])([CH3:6])[CH3:5])([CH3:3])[CH3:2].[CH:29]1[C:38]2[C:33](=[CH:34][CH:35]=[CH:36][CH:37]=2)[CH:32]=[CH:31][C:30]=1[SH:39].C(=O)([O-])[O-].[K+].[K+].O>CN(C=O)C>[Si:1]([O:8][C@H:9]([C@H:11]([N:19]1[CH:23]=[C:22]([C:24]([O:26][CH2:27][CH3:28])=[O:25])[N:21]=[CH:20]1)[CH2:12][CH2:13][S:39][C:30]1[CH:31]=[CH:32][C:33]2[C:38](=[CH:37][CH:36]=[CH:35][CH:34]=2)[CH:29]=1)[CH3:10])([C:4]([CH3:6])([CH3:5])[CH3:7])([CH3:3])[CH3:2] |f:2.3.4|. Procedure: To a mixture of ethyl 1-[(2S,3R)-2-(tert-butyldimethylsilyloxy)-5-methanesulfonyloxy-3-pentyl]imidazole-4-carboxylate (160 mg, 0.368 mmol) and 2-naphthalenethiol (118 mg, 0.736 mmol) in DMF (5 ml) was added potassium carbonate (102 mg, 0.736 mmol) at room temperature and the reaction mixture was stirred for 2 hours. The resulting reaction mixture was poured into water (25 ml) and extracted with ethyl acetate. The organic layer was washed with brine, dried (sodium sulfate) and evaporated in vacuo...